Dataset: the Open Reaction Database (ORD), a public repository of structured organic reaction records. Task: describe an organic reaction: reactants, conditions, products, and yield Reactants: COc1ccc2c(-c3ccc(F)cc3F)noc2c1Cl, Cl, O, c1ccncc1. The product is Oc1ccc2c(-c3ccc(F)cc3F)noc2c1Cl. As a reaction SMILES: [Cl:1][c:2]1[c:3]([O:19][CH3:20])[cH:4][cH:5][c:6]2[c:7](-[c:11]3[c:12]([F:18])[cH:13][c:14]([F:17])[cH:15][cH:16]3)[n:8][o:9][c:10]12.[ClH:27].[OH2:28].[cH:21]1[cH:22][cH:23][n:24][cH:25][cH:26]1>>[Cl:1][c:2]1[c:3]([OH:19])[cH:4][cH:5][c:6]2[c:7](-[c:11]3[c:12]([F:18])[cH:13][c:14]([F:17])[cH:15][cH:16]3)[n:8][o:9][c:10]12. The reactants are Cc1ccc(N(CC(=O)O)S(=O)(=O)c2ccc(C(C)(C)C)cc2)cc1, CCNCc1cccc(O)c1. Product: CCN(Cc1cccc(O)c1)C(=O)CN(c1ccc(C)cc1)S(=O)(=O)c1ccc(C(C)(C)C)cc1. Reaction SMILES: [C:1]([CH3:2])([CH3:3])([CH3:4])[c:5]1[cH:6][cH:7][c:8]([S:11](=[O:12])(=[O:13])[N:14]([c:15]2[cH:16][cH:17][c:18]([CH3:21])[cH:19][cH:20]2)[CH2:22][C:23](=[O:24])[OH:25])[cH:9][cH:10]1.[CH2:26]([CH3:27])[NH:28][CH2:29][c:30]1[cH:31][c:32]([OH:36])[cH:33][cH:34][cH:35]1>>[C:1]([CH3:2])([CH3:3])([CH3:4])[c:5]1[cH:6][cH:7][c:8]([S:11](=[O:12])(=[O:13])[N:14]([c:15]2[cH:16][cH:17][c:18]([CH3:21])[cH:19][cH:20]2)[CH2:22][C:23](=[O:24])[N:28]([CH2:26][CH3:27])[CH2:29][c:30]2[cH:31][c:32]([OH:36])[cH:33][cH:34][cH:35]2)[cH:9][cH:10]1. Starting materials: CC(=O)O, ClCCl, COc1ccc(F)cc1C(C)(C)CC(O)(Cc1ccc(C=O)cc1)C(F)(F)F, [K+], O=[Mn](=O)(=O)[O-], O. Product: COc1ccc(F)cc1C(C)(C)CC(O)(Cc1ccc(C(=O)O)cc1)C(F)(F)F. Reaction SMILES: [CH3:36][C:37](=[O:38])[OH:39].[Cl:40][CH2:41][Cl:42].[F:1][c:2]1[cH:3][cH:4][c:5]([O:27][CH3:28])[c:6]([C:8]([CH2:9][C:10]([CH2:11][c:12]2[cH:13][cH:14][c:15]([CH:16]=[O:17])[cH:18][cH:19]2)([C:20]([F:21])([F:22])[F:23])[OH:24])([CH3:25])[CH3:26])[cH:7]1.[K+:34].[Mn:29](=[O:30])([O-:31])(=[O:32])=[O:33].[OH2:35]>>[F:1][c:2]1[cH:3][cH:4][c:5]([O:27][CH3:28])[c:6]([C:8]([CH2:9][C:10]([CH2:11][c:12]2[cH:13][cH:14][c:15]([C:16](=[O:17])[OH:30])[cH:18][cH:19]2)([C:20]([F:21])([F:22])[F:23])[OH:24])([CH3:25])[CH3:26])[cH:7]1. The reactants are N=1C=CN2C1C=CC=C2SCCCCN2C(SCC2=O)=O (3-[4-(imidazo[1,2-a]pyridin-5-ylthio)butyl]thiazolidine-2,4-dione), C(CCCC)=O (1-pentanal), N1CCCCC1 (piperidine). Run in C(C)O (ethanol). Product: C(CCCC)=C1C(N(C(S1)=O)CCCCSC1=CC=CC=2N1C=CN2)=O (5-pentylidene-3-[4-(imidazo[1,2-a]pyridin-5-ylthio)butyl]thiazolidine-2,4-dione). As a reaction SMILES: [N:1]1[CH:2]=[CH:3][N:4]2[C:9]([S:10][CH2:11][CH2:12][CH2:13][CH2:14][N:15]3[C:19](=[O:20])[CH2:18][S:17][C:16]3=[O:21])=[CH:8][CH:7]=[CH:6][C:5]=12.[CH:22](=O)[CH2:23][CH2:24][CH2:25][CH3:26].N1CCCCC1>C(O)C>[CH:22](=[C:18]1[S:17][C:16](=[O:21])[N:15]([CH2:14][CH2:13][CH2:12][CH2:11][S:10][C:9]2[N:4]3[CH:3]=[CH:2][N:1]=[C:5]3[CH:6]=[CH:7][CH:8]=2)[C:19]1=[O:20])[CH2:23][CH2:24][CH2:25][CH3:26]. Procedure: To a solution of 1.61 g (5.0 mmol) of 3-[4-(imidazo[1,2-a]pyridin-5-ylthio)butyl]thiazolidine-2,4-dione and 0.431 g (5.0 mmol) of 1-pentanal in 20 ml of ethanol, 0.05 ml (0.5 mmol) of piperidine was added, followed by refluxing for 2 hours. After the reaction mixture was cooled, the solvent was distilled off. The residue was dissolved in dichloromethane, washed with water and dried, after which the solvent was distilled off. The residue was purified by column chromatography (eluent, n-hexane/eth... Reactants: FC1=CC=C(C=C1)C(CC(=O)OCC)=O (ethyl 3-(4-fluorophenyl)-3-oxopropionate), [H-].[Na+] (sodium hydride), ClCC1=CC(=CC=C1)OC1=CC=CC=C1 (1-(chloromethyl)-3-(phenyloxy)benzene), O (water). Run in COCCOC (1,2-dimethoxyethane), COCCOC (1,2-dimethoxyethane). Run at time 30 minute. Product: FC1=CC=C(C=C1)C(C(C(=O)OCC)CC1=CC(=CC=C1)OC1=CC=CC=C1)=O (ethyl 3-(4-fluorophenyl)-3-oxo-2-((3-(phenyloxy)phenyl)methyl)propionate). Isolated yield 75.8%. RXN SMILES: [F:1][C:2]1[CH:7]=[CH:6][C:5]([C:8](=[O:15])[CH2:9][C:10]([O:12][CH2:13][CH3:14])=[O:11])=[CH:4][CH:3]=1.[H-].[Na+].Cl[CH2:19][C:20]1[CH:25]=[CH:24][CH:23]=[C:22]([O:26][C:27]2[CH:32]=[CH:31][CH:30]=[CH:29][CH:28]=2)[CH:21]=1.O>COCCOC>[F:1][C:2]1[CH:3]=[CH:4][C:5]([C:8](=[O:15])[CH:9]([CH2:19][C:20]2[CH:25]=[CH:24][CH:23]=[C:22]([O:26][C:27]3[CH:32]=[CH:31][CH:30]=[CH:29][CH:28]=3)[CH:21]=2)[C:10]([O:12][CH2:13][CH3:14])=[O:11])=[CH:6][CH:7]=1 |f:1.2|. Procedure: To a solution of ethyl 3-(4-fluorophenyl)-3-oxopropionate (7.2 g, 34.3 mmol) in 1,2-dimethoxyethane (50 ml) was added sodium hydride (60% in oil, 1.37 g, 34.3 mmol) under ice-cooling and the mixture was stirred at room temperature for 30 min. To the reaction solution was dropwise added a solution of 1-(chloromethyl)-3-(phenyloxy)benzene (9.0 g, 41.6 mmol) in 1,2-dimethoxyethane (50 ml) and the reaction solution was heated under reflux overnight. The reaction solution was poured into water (200 m...